Dataset: the Open Reaction Database (ORD), a public repository of structured organic reaction records. Task: describe an organic reaction: reactants, conditions, products, and yield Reactants: COC([C@H]1N(C[C@@H](C1)O)C=O)=O ((2S,4R)-1-formyl-4-hydroxyproline methyl ester), C(C)(C)(C)[Si](C)(C)Cl (tert-butylchlorodimethylsilane), N1C=NC=C1 (imidazole). The solvent is CN(C=O)C (N,N-dimethylformamide), C(Cl)Cl (methylene chloride). The product is COC([C@H]1N(C[C@@H](C1)O[Si](C)(C)C(C)(C)C)C=O)=O ((2S,4R)-4-tert-Butyldimethylsiloxy-N-formylproline Methyl Ester). The yield is 96.4%. Reaction SMILES: [CH3:1][O:2][C:3](=[O:12])[C@@H:4]1[CH2:8][C@@H:7]([OH:9])[CH2:6][N:5]1[CH:10]=[O:11].[C:13]([Si:17](Cl)([CH3:19])[CH3:18])([CH3:16])([CH3:15])[CH3:14].N1C=CN=C1>CN(C)C=O.C(Cl)Cl>[CH3:1][O:2][C:3](=[O:12])[C@@H:4]1[CH2:8][C@@H:7]([O:9][Si:17]([C:13]([CH3:16])([CH3:15])[CH3:14])([CH3:19])[CH3:18])[CH2:6][N:5]1[CH:10]=[O:11]. Reported procedure: To a solution of (2S,4R)-1-formyl-4-hydroxyproline methyl ester (3.46 g, 20.0 mmol) in N,N-dimethylformamide (10 ml) and methylene chloride (20 ml) were successively added tert-butylchlorodimethylsilane (3.20 g, 21.2 mmol) and imidazole (1.47 g, 21.6 mmol) under a nitrogen atmosphere under cooling with ice under stirring. The mixture was stirred at room temperature for 4 h. Then, the reaction solution was washed with water, dried over anhydrous sodium sulfate and concentrated in vacuo. The resid... Reactants: CO, COC(=O)C1CCCC(C(=O)OC)C1, [Na+], [OH-]. Product: COC(=O)C1CCCC(C(=O)O)C1. Reaction SMILES: [CH3:17][OH:18].[CH:1]1([C:11](=[O:12])[O:13][CH3:14])[CH2:2][CH:3]([C:7](=[O:8])[O:9][CH3:10])[CH2:4][CH2:5][CH2:6]1.[Na+:16].[OH-:15]>>[CH:1]1([C:11](=[O:12])[OH:13])[CH2:2][CH:3]([C:7](=[O:8])[O:9][CH3:10])[CH2:4][CH2:5][CH2:6]1. Reactants: [H-].[Na+] (sodium hydride), COC=1C=C(C=CC1OC)C1=NNC([C@H]2CCCC[C@@H]12)=O ((cis)-4-(3,4-Dimethoxyphenyl)-4a,5,6,7,8,8a-hexahydro-2H-phthalazin-1-one), Cl.N1=CC=C(C=C1)CCl (4-picolylchloride hydrochloride), C(C1=CC=CC=C1)N1C([C@H]2CCCC[C@H]2C(=N1)C1=CC(=C(C=C1)OC)OC)=O ((cis)-2-Benzyl-4-(3,4-dimethoxyphenyl)-4a,5,6,7,8,8a-hexahydro-2H-phthalazin-1-one). Product: COC=1C=C(C=CC1OC)C1=NN(C([C@H]2CCCC[C@@H]12)=O)CC1=CC=NC=C1 ((cis)-4-(3,4-Dimethoxyphenyl)-2-(4-pyridylmethyl)-4a,5,6,7,8,8a-hexahydro-2H-phthalazin-1-one). Reaction SMILES: [CH3:1][O:2][C:3]1[CH:4]=[C:5]([C:11]2[C@H:20]3[C@H:15]([CH2:16][CH2:17][CH2:18][CH2:19]3)[C:14](=[O:21])[NH:13][N:12]=2)[CH:6]=[CH:7][C:8]=1[O:9][CH3:10].Cl.[N:23]1[CH:28]=[CH:27][C:26]([CH2:29]Cl)=[CH:25][CH:24]=1.C(N1N=C(C2C=CC(OC)=C(OC)C=2)[C@H]2[C@H](CCCC2)C1=O)C1C=CC=CC=1.[H-].[Na+]>>[CH3:1][O:2][C:3]1[CH:4]=[C:5]([C:11]2[C@H:20]3[C@H:15]([CH2:16][CH2:17][CH2:18][CH2:19]3)[C:14](=[O:21])[N:13]([CH2:29][C:26]3[CH:27]=[CH:28][N:23]=[CH:24][CH:25]=3)[N:12]=2)[CH:6]=[CH:7][C:8]=1[O:9][CH3:10] |f:1.2,4.5|. Procedure: Prepared from compound 1 and 4-picolylchloride hydrochloride as described for compound 78, using 12 mmol of sodium hydride instead of 6 mmol. Purified by chromatography (dichloromethane). Crystallized from diethyl ether. M.p. 87°-89° C. The reactants are C(C)(C)(C)[Si](OC[C@@H](C(=O)OC)C)(C1=CC=CC=C1)C1=CC=CC=C1 (methyl (S)-3-(tert-butyl-diphenyl-silanyloxy)-2-methyl-propionate), [OH-].[Na+] (sodium hydroxide). Run in O1C(CCC1)CO (tetrahydrofuran-methanol). The product is C(C)(C)(C)[Si](OC[C@@H](C(=O)O)C)(C1=CC=CC=C1)C1=CC=CC=C1 ((S)-3-(tert-butyl-diphenyl-silanyloxy)-2-methylpropionic acid). As a reaction SMILES: [C:1]([Si:5]([C:20]1[CH:25]=[CH:24][CH:23]=[CH:22][CH:21]=1)([C:14]1[CH:19]=[CH:18][CH:17]=[CH:16][CH:15]=1)[O:6][CH2:7][C@H:8]([CH3:13])[C:9]([O:11]C)=[O:10])([CH3:4])([CH3:3])[CH3:2].[OH-].[Na+]>O1CCCC1CO>[C:1]([Si:5]([C:14]1[CH:19]=[CH:18][CH:17]=[CH:16][CH:15]=1)([C:20]1[CH:25]=[CH:24][CH:23]=[CH:22][CH:21]=1)[O:6][CH2:7][C@H:8]([CH3:13])[C:9]([OH:11])=[O:10])([CH3:2])([CH3:3])[CH3:4] |f:1.2|. Reported procedure: This ester (3.15 g, 8.85 mmol) was dissolved in 3:1 tetrahydrofuran-methanol (30 mL) and saponified with aqueous sodium hydroxide (1.0 N, 10.0 mL, 10.0 mmol) overnight at ambient temperature. After concentration, the residue was partitioned between ethyl acetate and water and then acidified (to pH 4–5) with 0.5N aqueous hydrochloric acid. The organic phase was washed with water and brine, dried over anhydrous sodium sulfate and concentrated. Purification was carried out with multiple flash chrom... The reactants are COC(=O)COc1ccc(SCc2ccc(-c3ccc(Cl)c(C(F)(F)F)c3)cc2)cc1C, OCc1ccc(-c2ccc(Cl)c(C(F)(F)F)c2)cc1. Yields the product Cc1cc(SCc2ccc(-c3ccc(Cl)c(C(F)(F)F)c3)cc2)ccc1OCC(=O)O. RXN SMILES: [CH3:20][O:21][C:22]([CH2:23][O:24][c:25]1[c:26]([CH3:50])[cH:27][c:28]([S:31][CH2:32][c:33]2[cH:34][cH:35][c:36](-[c:39]3[cH:40][c:41]([C:46]([F:47])([F:48])[F:49])[c:42]([Cl:45])[cH:43][cH:44]3)[cH:37][cH:38]2)[cH:29][cH:30]1)=[O:51].[Cl:1][c:2]1[cH:3][cH:4][c:5](-[c:6]2[cH:7][cH:8][c:9]([CH2:10][OH:11])[cH:12][cH:13]2)[cH:14][c:15]1[C:16]([F:17])([F:18])[F:19]>>[O:21]=[C:22]([CH2:23][O:24][c:25]1[c:26]([CH3:50])[cH:27][c:28]([S:31][CH2:32][c:33]2[cH:34][cH:35][c:36](-[c:39]3[cH:40][c:41]([C:46]([F:47])([F:48])[F:49])[c:42]([Cl:45])[cH:43][cH:44]3)[cH:37][cH:38]2)[cH:29][cH:30]1)[OH:51]. Starting materials: CC1NCCC1(O)C(F)(F)F, N#Cc1ccc(F)cc1F, [Li+], [Li+], O=C([O-])[O-]. Yields the product CC1N(c2ccc(C#N)c(F)c2)CCC1(O)C(F)(F)F. As a reaction SMILES: [CH3:1][CH:2]1[NH:3][CH2:4][CH2:5][C:6]1([OH:7])[C:8]([F:9])([F:10])[F:11].[F:12][c:13]1[c:14]([C:15]#[N:16])[cH:17][cH:18][c:19]([F:21])[cH:20]1.[Li+:22].[Li+:23].[O-:24][C:25](=[O:26])[O-:27]>>[CH3:1][CH:2]1[N:3]([c:19]2[cH:18][cH:17][c:14]([C:15]#[N:16])[c:13]([F:12])[cH:20]2)[CH2:4][CH2:5][C:6]1([OH:7])[C:8]([F:9])([F:10])[F:11].